From a dataset of the Open Reaction Database (ORD), a public repository of structured organic reaction records. describe an organic reaction: reactants, conditions, products, and yield The reactants are ClC1=CC(=CC=C1)C(=O)OO (m-chloroperbenzoic acid), C1(CCCCC1)N=C=NC1CCCCC1 (dicyclohexylcarbodiimide), C1[C@@H]2N(C1=O)[C@H](/C(=C/CO)/O2)C(=O)O (Clavulanic acid). Run in C(C)(=O)OCC (ethyl acetate), COCCOC.C(Cl)Cl (1,2-dimethoxyethane methylene chloride). Reaction conditions: time 15 hour. Yields the product ClC=1C=C(C(=O)O[C@@H]/2N3C(C[C@H]3O\C2=C/CO)=O)C=CC1 ((Z)-(2S, 5R)-2-(m-Chlorobenzoyloxy)-3-(2-hydroxyethylidene)-4-oxa-1-azabicyclo[3.2.0]heptan-7-one). Isolated yield 11.4%. Reaction SMILES: [CH2:1]1[C:4](=[O:5])[N:3]2[C@@H:6](C(O)=O)/[C:7](/[O:11][C@H:2]12)=[CH:8]/[CH2:9][OH:10].[Cl:15][C:16]1[CH:21]=[CH:20][CH:19]=[C:18]([C:22]([O:24]O)=[O:23])[CH:17]=1.C1(N=C=NC2CCCCC2)CCCCC1>COCCOC.C(Cl)Cl.C(OCC)(=O)C>[Cl:15][C:16]1[CH:17]=[C:18]([CH:19]=[CH:20][CH:21]=1)[C:22]([O:24][C@@H:6]1[N:3]2[C@H:2]([O:11]/[C:7]/1=[CH:8]\[CH2:9][OH:10])[CH2:1][C:4]2=[O:5])=[O:23] |f:3.4|. Procedure: Clavulanic acid (containing ca 0.5 meq. ethyl acetate; 410 mg., 1.7 mmole) was dissolved in dry 1,2-dimethoxyethane/methylene chloride (1:1, 10 ml.). The solution was stirred and ice-cooled with exclusion of moisture while m-chloroperbenzoic acid (380 mg.) and dicyclohexylcarbodiimide (400 mg.) were added. The mixture was stirred with exclusion of moisture for 3 hours at 0° and then for 15 hours at room temperature. The mixture was diluted with ethyl acetate (50 ml.) and was filtered. The filtra... Starting materials: COC(CCCC1=C(C=CC=C1)O)=O (2-hydroxybenzenebutanoic acid methyl ester), BrCCCCCBr (1,5-dibromopentane). Yields the product COC(CCCC1=C(C=CC=C1)OCCCCCBr)=O (2-[(5-Bromopentyl)oxy]benzenebutanoic Acid Methyl Ester). The yield is 81.0%. RXN SMILES: [CH3:1][O:2][C:3](=[O:14])[CH2:4][CH2:5][CH2:6][C:7]1[CH:12]=[CH:11][CH:10]=[CH:9][C:8]=1[OH:13].[Br:15][CH2:16][CH2:17][CH2:18][CH2:19][CH2:20]Br>>[CH3:1][O:2][C:3](=[O:14])[CH2:4][CH2:5][CH2:6][C:7]1[CH:12]=[CH:11][CH:10]=[CH:9][C:8]=1[O:13][CH2:20][CH2:19][CH2:18][CH2:17][CH2:16][Br:15]. Reported procedure: Using the procedure of example 108, 2-hydroxybenzenebutanoic acid methyl ester was converted into the title compound by alkylation with 1,5-dibromopentane, in 81% yield, as a colorless oil. Starting materials: CC(=O)OC(C)=O, CC(=O)[O-], O=C(O)c1cc(-c2ccc(Cl)cc2)nc(-c2ccc(Cl)cc2O)c1, Cl, [Na+], O, c1ccncc1. Product: CC(=O)Oc1cc(Cl)ccc1-c1cc(C(=O)O)cc(-c2ccc(Cl)cc2)n1. Reaction SMILES: [CH3:32][C:33](=[O:34])[O:35][C:36](=[O:37])[CH3:38].[CH3:40][C:41](=[O:42])[O-:43].[Cl:1][c:2]1[cH:3][c:4]([OH:24])[c:5](-[c:8]2[n:9][c:10](-[c:17]3[cH:18][cH:19][c:20]([Cl:23])[cH:21][cH:22]3)[cH:11][c:12]([C:14](=[O:15])[OH:16])[cH:13]2)[cH:6][cH:7]1.[ClH:25].[Na+:39].[OH2:44].[n:26]1[cH:27][cH:28][cH:29][cH:30][cH:31]1>>[Cl:1][c:2]1[cH:3][c:4]([O:24][C:33]([CH3:32])=[O:34])[c:5](-[c:8]2[n:9][c:10](-[c:17]3[cH:18][cH:19][c:20]([Cl:23])[cH:21][cH:22]3)[cH:11][c:12]([C:14](=[O:15])[OH:16])[cH:13]2)[cH:6][cH:7]1.